This data is from the Open Reaction Database (ORD), a public repository of structured organic reaction records. The task is: describe an organic reaction: reactants, conditions, products, and yield Reaction conditions: time 3 hour. Reactants: Cl[Sn]Cl (SnCl2), ice, C(C)C=1OC2=C(C1)C=CC=C2 (2-ethyl benzofuran), C(C=1C(=CC=CC1)OC)(=O)Cl (o-anisoyl chloride), Cl (HCl). The solvent is C1=CC=CC=C1 (benzene), O (water). RXN SMILES: [CH2:1]([C:3]1[O:4][C:5]2[CH:11]=[CH:10][CH:9]=[CH:8][C:6]=2[CH:7]=1)[CH3:2].[C:12](Cl)(=[O:21])[C:13]1[C:14]([O:19][CH3:20])=[CH:15][CH:16]=[CH:17][CH:18]=1.Cl[Sn]Cl.Cl>C1C=CC=CC=1.O>[CH2:1]([C:3]1[O:4][C:5]2[CH:11]=[CH:10][CH:9]=[CH:8][C:6]=2[C:7]=1[C:12](=[O:21])[C:13]1[C:14]([O:19][CH3:20])=[CH:15][CH:16]=[CH:17][CH:18]=1)[CH3:2]. Yields the product C(C)C=1OC2=C(C1C(C=1C(=CC=CC1)OC)=O)C=CC=C2 (2-ethyl-3-(o-anisoyl) benzofuran). Procedure: --To an ice cooled solution of 2-ethyl benzofuran 5.0 g and 5.9 g of o-anisoyl chloride dissolved in 20 ml benzene were added 4.1 ml of SnCl2 dropwise; the reaction mixture was stirred for 3 hours at room temperature. Then it was poured into water,30 g, containing 5 ml of conc. HCl. The benzene layer was separated and the solution was extracted with benzene again. The combined benzene layer was washed with a 5% NaHCO3 solution and then with water. After drying and removal of benzene under reduce... Starting materials: CC(C(=O)[O-])C1CCN2C1=C(C=1C(=CC(=CC21)F)Br)SC2=CC=C(C=C2)Cl ((+/−)-methyl[8-bromo-9-[(4-chlorophenyl)sulfanyl]-6-fluoro-2,3-dihydro-1H-pyrrolo[1,2-a]indol-1-yl]acetate), S1C=C(C2=C1C=CC=C2)B(O)O (1-benzothien-3-ylboronic acid). Product: S1C=C(C2=C1C=CC=C2)C=2C=1C(=C3N(C1C=C(C2)F)CCC3CC(=O)O)SC3=CC=C(C=C3)Cl ((+/−)-{8-(1-BENZOTHIEN-3-YL)-9-[(4-CHLOROPHENYL)THIO]-6-FLUORO-2,3-DIHYDRO-1H-PYRROLO[1,2-a]INDOL-1-YL}ACETIC ACID). RXN SMILES: C[CH:2]([CH:6]1[C:10]2=[C:11]([S:20][C:21]3[CH:26]=[CH:25][C:24]([Cl:27])=[CH:23][CH:22]=3)[C:12]3[C:13](Br)=[CH:14][C:15]([F:18])=[CH:16][C:17]=3[N:9]2[CH2:8][CH2:7]1)[C:3]([O-:5])=[O:4].[S:28]1[C:32]2[CH:33]=[CH:34][CH:35]=[CH:36][C:31]=2[C:30](B(O)O)=[CH:29]1>>[S:28]1[C:32]2[CH:33]=[CH:34][CH:35]=[CH:36][C:31]=2[C:30]([C:13]2[C:12]3[C:11]([S:20][C:21]4[CH:26]=[CH:25][C:24]([Cl:27])=[CH:23][CH:22]=4)=[C:10]4[CH:6]([CH2:2][C:3]([OH:5])=[O:4])[CH2:7][CH2:8][N:9]4[C:17]=3[CH:16]=[C:15]([F:18])[CH:14]=2)=[CH:29]1. Reported procedure: Starting from (+/−)-methyl[8-bromo-9-[(4-chlorophenyl)sulfanyl]-6-fluoro-2,3-dihydro-1H-pyrrolo[1,2-a]indol-1-yl]acetate (Example 7, Step 9) and 1-benzothien-3-ylboronic acid, the title compound was synthesized following the procedures described in Example 108. Starting materials: OC(C(=O)OCCCCCC)CCSC (hexyl 2-hydroxy-4-(methylthio)butanoate), ClC=1C=C(C(=O)OO)C=CC1 (m-chloroperoxybenzoic acid). Run in ClCCl (dichloromethane). Conditions: time 8 hour. Product: OC(C(=O)OCCCCCC)CCS(=O)C (hexyl 2-hydroxy-4-(methylsulfinyl)butanoate). The yield is 76.0%. RXN SMILES: [OH:1][CH:2]([CH2:12][CH2:13][S:14][CH3:15])[C:3]([O:5][CH2:6][CH2:7][CH2:8][CH2:9][CH2:10][CH3:11])=[O:4].ClC1C=C(C=CC=1)C(OO)=[O:21]>ClCCl>[OH:1][CH:2]([CH2:12][CH2:13][S:14]([CH3:15])=[O:21])[C:3]([O:5][CH2:6][CH2:7][CH2:8][CH2:9][CH2:10][CH3:11])=[O:4]. Procedure details: To a solution of hexyl 2-hydroxy-4-(methylthio)butanoate (5.03 g, 21.46 mmol) in dichloromethane at 0° C. was added m-chloroperoxybenzoic acid (mCPBA) portionwise over 20 min. The resulting mixture was allowed to warm to room temperature with stirring overnight. The reaction was washed with saturated sodium bicarbonate (3×100 mL), 1N HCl (1×80 mL), and brine (1×80 mL). The organic layer was dried over magnesium sulfate, filtered and evaporated to give ˜6 g of a crude oil. The oil was purified by... Starting materials: [N-]=[N+]=[N-].[Na+] (Sodium azide), ClCC#CCN1[C@H]([C@H](CCC1)OCC1=CC(=CC(=C1)C(F)(F)F)N1N=NN=C1C)C1=CC=CC=C1 ([2S,3S]-1-(4-chlorobut-2-yn-1-yl)-2-phenyl-3-[3-(5-methyltetrazol-1-yl)-5-(trifluoromethyl)phenylmethoxy]piperidine), C(O)([O-])=O.[Na+] (sodium hydrogen carbonate), O (water). Run in CS(=O)C (dimethyl sulphoxide). Conditions: time 16 hour. Yields the product N(=[N+]=[N-])CC#CCN1[C@H]([C@H](CCC1)OCC1=CC(=CC(=C1)C(F)(F)F)N1N=NN=C1C)C1=CC=CC=C1 ([2S,3S]-1-(4-azidobut-2-yn-1-yl)-2-phenyl-3-[3-(5-methyltetrazol-1-yl)-5-(trifluoromethyl)phenylmethoxy]piperidine). Isolated yield 96.9%. RXN SMILES: [N-:1]=[N+:2]=[N-:3].[Na+].Cl[CH2:6][C:7]#[C:8][CH2:9][N:10]1[CH2:15][CH2:14][CH2:13][C@H:12]([O:16][CH2:17][C:18]2[CH:23]=[C:22]([C:24]([F:27])([F:26])[F:25])[CH:21]=[C:20]([N:28]3[C:32]([CH3:33])=[N:31][N:30]=[N:29]3)[CH:19]=2)[C@@H:11]1[C:34]1[CH:39]=[CH:38][CH:37]=[CH:36][CH:35]=1.C(=O)([O-])O.[Na+].O>CS(C)=O>[N:1]([CH2:6][C:7]#[C:8][CH2:9][N:10]1[CH2:15][CH2:14][CH2:13][C@H:12]([O:16][CH2:17][C:18]2[CH:23]=[C:22]([C:24]([F:25])([F:26])[F:27])[CH:21]=[C:20]([N:28]3[C:32]([CH3:33])=[N:31][N:30]=[N:29]3)[CH:19]=2)[C@@H:11]1[C:34]1[CH:35]=[CH:36][CH:37]=[CH:38][CH:39]=1)=[N+:2]=[N-:3] |f:0.1,3.4|. Procedure: Sodium azide (14 mg, 0.21 mmol) was added to a solution of [2S,3S]-1-(4-chlorobut-2-yn-1-yl)-2-phenyl-3-[3-(5-methyltetrazol-1-yl)-5-(trifluoromethyl)phenylmethoxy]piperidine (90 mg, 0.18 mmol) in dimethyl sulphoxide (3 ml) and the solution was stirred at room temperature for 16 hours. Saturated aqueous sodium hydrogen carbonate (20 ml) and water (10 ml) were added and and the mixture was extracted with ethyl acetate (3×20 ml). The combined organic fractions were washed with saturated aqueous so... The reactants are C1(CCCC1)OC(C#N)(COS(=O)(=O)C)C1=C(C=CC=C1)C (2-cyclopentyloxy-2-(2-methylphenyl)-3-methylsulfonyloxy-propanenitrile), N1C=NC=C1 (imidazole), CN(C)C=O (DMF), acetic ester. Solvent: O (water). Reaction conditions: time 20 minute. The product is C1(CCCC1)OC(C#N)(CN1C=NC=C1)C1=C(C=CC=C1)C (2-cyclopentyloxy-3-(imidazol-1-yl)-2-(methylphenyl)-propanenitrile). The yield is 55.3%. Reaction SMILES: [CH:1]1([O:6][C:7]([C:16]2[CH:21]=[CH:20][CH:19]=[CH:18][C:17]=2[CH3:22])([CH2:10]OS(C)(=O)=O)[C:8]#[N:9])[CH2:5][CH2:4][CH2:3][CH2:2]1.[NH:23]1[CH:27]=[CH:26][N:25]=[CH:24]1.CN(C=O)C>O>[CH:1]1([O:6][C:7]([C:16]2[CH:21]=[CH:20][CH:19]=[CH:18][C:17]=2[CH3:22])([CH2:10][N:23]2[CH:27]=[CH:26][N:25]=[CH:24]2)[C:8]#[N:9])[CH2:5][CH2:4][CH2:3][CH2:2]1. Reported procedure: 60.7 g (0.188 mol) 2-cyclopentyloxy-2-(2-methylphenyl)-3-methylsulfonyloxy-propanenitrile, 63.9 g (0.938 mol) imidazole and 3.88 ml DMF are stirred for six hours at 160° C. bath temperature. They are then poured into 200 ml water, extracted twice--each time with 200 ml methylene chloride--and the organic phase is then dried with MgSO4. It is then rotated in a vacuum after which the oil is dissolved in 100 ml isopropanol and then reacted dropwise with 10 ml 100% nitric acid, with cooling with ice... Reactants: N1[C@H](C(=O)O)CCC1.C(C1=CC=CC=C1)NC([C@@H](N)[C@@H](C)CC)=O (L-proline L-isoleucine benzylamide), C([O-])([O-])=O.[Na+].[Na+] (sodium carbonate), BrC(C(=O)C1=CC=CC=C1)C (2-bromopropiophenone). The solvent is CO (MeOH). Yields the product CC(C(=O)C1=CC=CC=C1)N1[C@H](C(=O)N(C([C@@H](N)[C@@H](C)CC)=O)CC2=CC=CC=C2)CCC1 (L-isoleucine, N-[1-(1-methyl-2-phenyl-2-oxoethyl)-L-prolyl] benzylamide). Yield: 25.8%. Reaction SMILES: [NH:1]1[CH2:8][CH2:7][CH2:6][C@H:2]1[C:3]([OH:5])=O.[CH2:9]([NH:16][C:17](=[O:24])[C@H:18]([C@H:20]([CH2:22][CH3:23])[CH3:21])[NH2:19])[C:10]1[CH:15]=[CH:14][CH:13]=[CH:12][CH:11]=1.C(=O)([O-])[O-].[Na+].[Na+].Br[CH:32]([CH3:41])[C:33]([C:35]1[CH:40]=[CH:39][CH:38]=[CH:37][CH:36]=1)=[O:34]>CO>[CH3:41][CH:32]([N:1]1[CH2:8][CH2:7][CH2:6][C@H:2]1[C:3]([N:16]([CH2:9][C:10]1[CH:15]=[CH:14][CH:13]=[CH:12][CH:11]=1)[C:17](=[O:24])[C@H:18]([C@H:20]([CH2:22][CH3:23])[CH3:21])[NH2:19])=[O:5])[C:33]([C:35]1[CH:40]=[CH:39][CH:38]=[CH:37][CH:36]=1)=[O:34] |f:0.1,2.3.4|. Reported procedure: Using the procedure described in example 5, treatment of L-proline-L-isoleucine benzylamide (196 mg, 0.62 mmol), with sodium carbonate (85 mg, 0.80 mmol), and 2-bromopropiophenone (210 mg, 0.98 mmol, 1.6 eq) in MeOH (12 mL), provided 72 mg (26%) of L-isoleucine, N-[1-(1-methyl-2-phenyl-2-oxoethyl)-L-prolyl] benzylamide.